From a dataset of the Open Reaction Database (ORD), a public repository of structured organic reaction records. describe an organic reaction: reactants, conditions, products, and yield Reactants: FC1=CC2=C(C(=NS2)C2CCNCC2)C=C1 (6-fluoro-3-(4-piperidinyl)-1,2-benzisothiazole), ClCCCOC1=C(C=C(C=C1)C(C)=O)O (1-[4-(3-chloropropoxy)-3-hydroxyphenyl]ethanone), C(=O)(O)[O-].[Na+] (NaHCO3), S1N=C(C2=C1C=CC=C2)N2CCN(CC2)CCCCOC2=C(C=C(C=C2)C(C)=O)OC (1[-4-[4-[4-(1,2-Benzisothiazol-3-yl)-1-piperazinyl]butoxy]-3-methoxyphenyl]ethanone). Run in O (H2O), CC#N (CH3CN). Yields the product FC1=CC2=C(C(=NS2)C2CCN(CC2)CCCOC2=C(C=C(C=C2)C(C)=O)O)C=C1 (1-[4-[3-[4-(6-Fluoro-1,2-benzisothiazol-3-yl)-1-piperidinyl]propoxy]-3-hydroxyphenyl]ethanone). The yield is 97.0%. Reaction SMILES: [F:1][C:2]1[CH:16]=[CH:15][C:5]2[C:6]([CH:9]3[CH2:14][CH2:13][NH:12][CH2:11][CH2:10]3)=[N:7][S:8][C:4]=2[CH:3]=1.Cl[CH2:18][CH2:19][CH2:20][O:21][C:22]1[CH:27]=[CH:26][C:25]([C:28](=[O:30])[CH3:29])=[CH:24][C:23]=1[OH:31].C([O-])(O)=O.[Na+].S1C2C=CC=CC=2C(N2CCN(CCCCOC3C=CC(C(=O)C)=CC=3OC)CC2)=N1>O.CC#N>[F:1][C:2]1[CH:16]=[CH:15][C:5]2[C:6]([CH:9]3[CH2:10][CH2:11][N:12]([CH2:18][CH2:19][CH2:20][O:21][C:22]4[CH:27]=[CH:26][C:25]([C:28](=[O:30])[CH3:29])=[CH:24][C:23]=4[OH:31])[CH2:13][CH2:14]3)=[N:7][S:8][C:4]=2[CH:3]=1 |f:2.3|. Reported procedure: A mixture of 6-fluoro-3-(4-piperidinyl)-1,2-benzisothiazole (2.4 g, 10.1 mmol), 1-[4-(3-chloropropoxy)-3-hydroxyphenyl]ethanone (2.5 g, 11.1 mmol), NaHCO3, (0.94 g, 11.1 mmol), KI (100 mg) and CH3CN (1(30 ml) was stirred at reflux under N2 for 65 hours. The cooled reaction was poured into H2O and the aqueous mixture was extracted with EtOAc. The EtOAc extract was washed with H2O (1×) and brine (3×) and after drying with MgSO4 the solvent was evaporated to give 4.2 g of a dark solid. Three consec... The reactants are Cc1c(NC(=O)c2cc3c(s2)CCCC3)cccc1-c1cn(C)c(=O)c(Br)n1, O=C([O-])[O-], C1COCCO1, [Cs+], [Cs+], CN1CCN(C)C(c2ccc(N)cc2)C1=O, O=C(C=Cc1ccccc1)C=Cc1ccccc1, O=C(C=Cc1ccccc1)C=Cc1ccccc1, O=C(C=Cc1ccccc1)C=Cc1ccccc1, [Pd], [Pd]. RXN SMILES: [Br:17][c:18]1[c:19](=[O:44])[n:20]([CH3:43])[cH:21][c:22](-[c:24]2[c:25]([CH3:42])[c:26]([NH:30][C:31](=[O:32])[c:33]3[cH:34][c:35]4[c:36]([s:37]3)[CH2:38][CH2:39][CH2:40][CH2:41]4)[cH:27][cH:28][cH:29]2)[n:23]1.[C:45](=[O:46])([O-:47])[O-:48].[CH2:107]1[O:108][CH2:109][CH2:110][O:111][CH2:112]1.[Cs+:49].[Cs+:50].[NH2:1][c:2]1[cH:3][cH:4][c:5]([CH:8]2[C:9](=[O:16])[N:10]([CH3:15])[CH2:11][CH2:12][N:13]2[CH3:14])[cH:6][cH:7]1.[O:53]=[C:54]([CH:55]=[CH:56][c:57]1[cH:58][cH:59][cH:60][cH:61][cH:62]1)[CH:63]=[CH:64][c:65]1[cH:66][cH:67][cH:68][cH:69][cH:70]1.[O:71]=[C:72]([CH:73]=[CH:74][c:75]1[cH:76][cH:77][cH:78][cH:79][cH:80]1)[CH:81]=[CH:82][c:83]1[cH:84][cH:85][cH:86][cH:87][cH:88]1.[O:89]=[C:90]([CH:91]=[CH:92][c:93]1[cH:94][cH:95][cH:96][cH:97][cH:98]1)[CH:99]=[CH:100][c:101]1[cH:102][cH:103][cH:104][cH:105][cH:106]1.[Pd:51].[Pd:52]>>[NH:1]([c:2]1[cH:3][cH:4][c:5]([CH:8]2[C:9](=[O:16])[N:10]([CH3:15])[CH2:11][CH2:12][N:13]2[CH3:14])[cH:6][cH:7]1)[c:18]1[c:19](=[O:44])[n:20]([CH3:43])[cH:21][c:22](-[c:24]2[c:25]([CH3:42])[c:26]([NH:30][C:31](=[O:32])[c:33]3[cH:34][c:35]4[c:36]([s:37]3)[CH2:38][CH2:39][CH2:40][CH2:41]4)[cH:27][cH:28][cH:29]2)[n:23]1. Product: Cc1c(NC(=O)c2cc3c(s2)CCCC3)cccc1-c1cn(C)c(=O)c(Nc2ccc(C3C(=O)N(C)CCN3C)cc2)n1. Starting materials: [Li]CCCC, CC(=O)O, CC(C)NC(C)C, Fc1cccc(Br)c1, C1CCOC1, O. The product is O=Cc1c(F)cccc1Br. As a reaction SMILES: [CH2:8]([Li:9])[CH2:10][CH2:11][CH3:12].[CH3:21][C:22]([OH:23])=[O:24].[CH:1]([NH:2][CH:3]([CH3:4])[CH3:5])([CH3:6])[CH3:7].[F:13][c:14]1[cH:15][c:16]([Br:20])[cH:17][cH:18][cH:19]1.[O:25]1[CH2:26][CH2:27][CH2:28][CH2:29]1.[OH2:30]>>[F:13][c:14]1[c:15]([CH:22]=[O:23])[c:16]([Br:20])[cH:17][cH:18][cH:19]1. Reactants: NC=1SC2=C(N1)C(=CC=C2)OC (2-amino-4-methoxy-benzothiazole), C(C1=CC=CC=C1)N=C=O (benzylisocyanate). The solvent is C1CCOC1 (THF). Reaction conditions: temperature 60 celsius. Product: C(C1=CC=CC=C1)NC(=O)NC=1SC2=C(N1)C(=CC=C2)OC (1-Benzyl-3-(4-methoxy-benzothiazol-2-yl)-urea). As a reaction SMILES: [NH2:1][C:2]1[S:3][C:4]2[CH:10]=[CH:9][CH:8]=[C:7]([O:11][CH3:12])[C:5]=2[N:6]=1.[CH2:13]([N:20]=[C:21]=[O:22])[C:14]1[CH:19]=[CH:18][CH:17]=[CH:16][CH:15]=1>C1COCC1>[CH2:13]([NH:20][C:21]([NH:1][C:2]1[S:3][C:4]2[CH:10]=[CH:9][CH:8]=[C:7]([O:11][CH3:12])[C:5]=2[N:6]=1)=[O:22])[C:14]1[CH:19]=[CH:18][CH:17]=[CH:16][CH:15]=1. Procedure details: To a stirred solution of 2-amino-4-methoxy-benzothiazole (180 mg, 1 mol) in THF (5 ml) was added benzylisocyanate (166 mg, 1.25 mmol) and the mixture heated to 60° C. for 3 h. After evaporation of the solvent, ether (5 ml) was added and the suspension ultra-sonnicated for 10 min with addition of nHexane (5 ml). This suspension was filtered and washed further with ether/nHexane (1:1) to afford the title compound, after drying under vacuum, as a white solid (220 mg, 70% yield), MS: m/e=313 (M+). Product: O[C@H]1C[C@@H](CC2=CC=C3[C@@H]4CC[C@H]([C@H](C)OC(CC)C(=O)OC(CC)C)[C@]4(CC[C@@H]3[C@@]12C)C)O (1α,3β-dihydroxy-20(S)-(1-ethyl-1-methylpropoxycarbonylmethoxy)pregna-5,7-diene). The yield is 64.4%. Reaction conditions: temperature 65 celsius, time 17 hour. Procedure: The mixture containing 1α,3β-bis(tert-butyldimethylsilyloxy)-20(S)-(1-ethyl-1-methylpropoxycarbonylmethoxy)pregna-5,7-diene from Example 23(2) (5.59 g), a 1M tetrahydrofuran solution of tetra-n-butylammonium fluoride (79.5 ml, 79.5 ml) and acetic acid (2 ml) were mixed and stirred at an external temperature of 65° C. for 17 hours. After cooling to room temperature, the reaction mixture was diluted with ethyl acetate, washed sequentially with aqueous potassium bisulfate, saturated aqueous sodium ... Reaction SMILES: [Si]([O:8][C@@H:9]1[C@@:38]2([CH3:39])[C:13](=[CH:14][CH:15]=[C:16]3[C@@H:37]2[CH2:36][CH2:35][C@@:34]2([CH3:40])[C@H:17]3[CH2:18][CH2:19][C@@H:20]2[C@@H:21]([O:23][CH:24]([C:27]([O:29][CH:30]([CH3:33])[CH2:31][CH3:32])=[O:28])[CH2:25][CH3:26])[CH3:22])[CH2:12][C@@H:11]([O:41][Si](C(C)(C)C)(C)C)[CH2:10]1)(C(C)(C)C)(C)C.O1CCCC1.[F-].C([N+](CCCC)(CCCC)CCCC)CCC.C(O)(=O)C>C(OCC)(=O)C>[OH:8][C@@H:9]1[C@@:38]2([CH3:39])[C:13](=[CH:14][CH:15]=[C:16]3[C@@H:37]2[CH2:36][CH2:35][C@@:34]2([CH3:40])[C@H:17]3[CH2:18][CH2:19][C@@H:20]2[C@@H:21]([O:23][CH:24]([C:27]([O:29][CH:30]([CH3:33])[CH2:31][CH3:32])=[O:28])[CH2:25][CH3:26])[CH3:22])[CH2:12][C@@H:11]([OH:41])[CH2:10]1 |f:2.3|. The reactants are O1CCCC1 (tetrahydrofuran), [F-].C(CCC)[N+](CCCC)(CCCC)CCCC (tetra-n-butylammonium fluoride), C(C)(=O)O (acetic acid), [Si](C)(C)(C(C)(C)C)O[C@H]1C[C@@H](CC2=CC=C3[C@@H]4CC[C@H]([C@H](C)OC(CC)C(=O)OC(CC)C)[C@]4(CC[C@@H]3[C@@]12C)C)O[Si](C)(C)C(C)(C)C (1α,3β-bis(tert-butyldimethylsilyloxy)-20(S)-(1-ethyl-1-methylpropoxycarbonylmethoxy)pregna-5,7-diene). Run in C(C)(=O)OCC (ethyl acetate). Starting materials: ClC=1C=CC(=C(C1)C1=NN(C=C1NC(=O)C=1C=NN2C1N=CC=C2)CC(=O)N2CCC(CC2)C(=O)OCC2CCN(CC2)C(=O)OC(C)(C)C)OC(F)F ([1-[(tert-butoxy)carbonyl]piperidin-4-yl]methyl 1-(2-[3-[5-chloro-2-(difluoromethoxy)phenyl]-4-[pyrazolo[1,5-a]pyrimidine-3-amido]-1H-pyrazol-1-yl]acetyl)piperidine-4-carboxylate). Solvent: O1CCOCC1.Cl (HCl dioxane). Conditions: time 10 minute. The product is ClC=1C=CC(=C(C1)C1=NN(C=C1NC(=O)C=1C=NN2C1N=CC=C2)CC(=O)N2CCC(CC2)C(=O)OCC2CCNCC2)OC(F)F (piperidin-4-ylmethyl 1-(2-[3-[5-chloro-2-(difluoromethoxy)phenyl]-4-[pyrazolo[1,5-a]pyrimidine-3-amido]-1H-pyrazol-1-yl]acetyl)piperidine-4-carboxylate). Reaction SMILES: [Cl:1][C:2]1[CH:3]=[CH:4][C:5]([O:51][CH:52]([F:54])[F:53])=[C:6]([C:8]2[C:12]([NH:13][C:14]([C:16]3[CH:17]=[N:18][N:19]4[CH:24]=[CH:23][CH:22]=[N:21][C:20]=34)=[O:15])=[CH:11][N:10]([CH2:25][C:26]([N:28]3[CH2:33][CH2:32][CH:31]([C:34]([O:36][CH2:37][CH:38]4[CH2:43][CH2:42][N:41](C(OC(C)(C)C)=O)[CH2:40][CH2:39]4)=[O:35])[CH2:30][CH2:29]3)=[O:27])[N:9]=2)[CH:7]=1>O1CCOCC1.Cl>[Cl:1][C:2]1[CH:3]=[CH:4][C:5]([O:51][CH:52]([F:54])[F:53])=[C:6]([C:8]2[C:12]([NH:13][C:14]([C:16]3[CH:17]=[N:18][N:19]4[CH:24]=[CH:23][CH:22]=[N:21][C:20]=34)=[O:15])=[CH:11][N:10]([CH2:25][C:26]([N:28]3[CH2:33][CH2:32][CH:31]([C:34]([O:36][CH2:37][CH:38]4[CH2:43][CH2:42][NH:41][CH2:40][CH2:39]4)=[O:35])[CH2:30][CH2:29]3)=[O:27])[N:9]=2)[CH:7]=1 |f:1.2|. Procedure: A solution of [1-[(tert-butoxy)carbonyl]piperidin-4-yl]methyl 1-(2-[3-[5-chloro-2-(difluoromethoxy)phenyl]-4-[pyrazolo[1,5-a]pyrimidine-3-amido]-1H-pyrazol-1-yl]acetyl)piperidine-4-carboxylate (150 mg, 0.19 mmol) and saturated HCl dioxane solution (10 mL) was stirred at room temperature overnight. The resulting mixture was concentrated under vacuum. The resulting solution was diluted with 10 mL of methanol. The resulting mixture was concentrated under vacuum. The crude product was purified by Pr... Starting materials: Nc1ccc(Oc2ccnc3cc(I)sc23)c(F)c1, OB(O)c1ccc(Cn2cccn2)cc1. Product: Nc1ccc(Oc2ccnc3cc(-c4ccc(Cn5cccn5)cc4)sc23)c(F)c1. RXN SMILES: [F:1][c:2]1[cH:3][c:4]([NH2:5])[cH:6][cH:7][c:8]1[O:9][c:10]1[c:11]2[c:12]([n:13][cH:14][cH:15]1)[cH:16][c:17]([I:19])[s:18]2.[n:20]1([CH2:25][c:26]2[cH:27][cH:28][c:29]([B:32]([OH:33])[OH:34])[cH:30][cH:31]2)[n:21][cH:22][cH:23][cH:24]1>>[F:1][c:2]1[cH:3][c:4]([NH2:5])[cH:6][cH:7][c:8]1[O:9][c:10]1[c:11]2[c:12]([n:13][cH:14][cH:15]1)[cH:16][c:17](-[c:29]1[cH:28][cH:27][c:26]([CH2:25][n:20]3[n:21][cH:22][cH:23][cH:24]3)[cH:31][cH:30]1)[s:18]2.